Dataset: the Open Reaction Database (ORD), a public repository of structured organic reaction records. Task: describe an organic reaction: reactants, conditions, products, and yield Reactants: [Br-], [Br-], [Br-], C1CCOC1, C[N+](C)(C)c1ccccc1, C[N+](C)(C)c1ccccc1, C[N+](C)(C)c1ccccc1, CC(=O)c1ccc2c(c1)CCCC2. Yields the product O=C(CBr)c1ccc2c(c1)CCCC2. As a reaction SMILES: [Br-:14].[Br-:15].[Br-:16].[CH2:47]1[O:48][CH2:49][CH2:50][CH2:51]1.[c:17]1([N+:18]([CH3:19])([CH3:20])[CH3:21])[cH:22][cH:23][cH:24][cH:25][cH:26]1.[c:27]1([N+:28]([CH3:29])([CH3:30])[CH3:31])[cH:32][cH:33][cH:34][cH:35][cH:36]1.[c:37]1([N+:38]([CH3:39])([CH3:40])[CH3:41])[cH:42][cH:43][cH:44][cH:45][cH:46]1.[cH:1]1[c:2]([C:11]([CH3:12])=[O:13])[cH:3][cH:4][c:5]2[c:10]1[CH2:9][CH2:8][CH2:7][CH2:6]2>>[cH:1]1[c:2]([C:11]([CH2:12][Br:14])=[O:13])[cH:3][cH:4][c:5]2[c:10]1[CH2:9][CH2:8][CH2:7][CH2:6]2. The reactants are [N+](=O)([O-])C1=C2C=CC(=NC2=CC=C1)Cl (5-nitro-2-chloroquinoline), FC=1C=C(C=C(C1)F)S(=O)(=O)Cl (3,5-difluorophenyl sulfonylchloride), O1CCC(C2=CC=CC=C12)N (3,4-dihydro-2H-chromen-4-ylamine). The product is O1CCC(C2=CC=CC=C12)NC1=NC2=CC=CC(=C2C=C1)NS(=O)(=O)C1=CC(=CC(=C1)F)F (N-[2-(Chroman-4-ylamino)-quinolin-5-yl]-3,5-difluoro-benzenesulfonamide). As a reaction SMILES: [N+:1]([C:4]1[CH:13]=[CH:12][CH:11]=[C:10]2[C:5]=1[CH:6]=[CH:7][C:8](Cl)=[N:9]2)([O-])=O.[F:15][C:16]1[CH:17]=[C:18]([S:23](Cl)(=[O:25])=[O:24])[CH:19]=[C:20]([F:22])[CH:21]=1.[O:27]1[C:36]2[C:31](=[CH:32][CH:33]=[CH:34][CH:35]=2)[CH:30]([NH2:37])[CH2:29][CH2:28]1>>[O:27]1[C:36]2[C:31](=[CH:32][CH:33]=[CH:34][CH:35]=2)[CH:30]([NH:37][C:8]2[CH:7]=[CH:6][C:5]3[C:10](=[CH:11][CH:12]=[CH:13][C:4]=3[NH:1][S:23]([C:18]3[CH:17]=[C:16]([F:15])[CH:21]=[C:20]([F:22])[CH:19]=3)(=[O:25])=[O:24])[N:9]=2)[CH2:29][CH2:28]1. Procedure: The title compound, MS: m/e=468.1 (M+H+), was prepared in accordance with the general method of example 1 from 5-nitro-2-chloroquinoline, 3,5-difluorophenyl sulfonylchloride and 3,4-dihydro-2H-chromen-4-ylamine. The reactants are CC(=O)Oc2ccc1ccccc1c2 (substrate), C[Mg]Br (effective_coupling_partner). The reagents and catalysts are PCy3. Conditions: temperature 80 celsius, time 20 minute. Product: Cc2ccc1ccccc1c2. Reactants: COC(C1=CC(=CC(=C1)C(F)(F)F)N)=O (3-amino-5-(trifluoromethyl)-benzoic acid methyl ester), C([O-])([O-])=O.[K+].[K+] (potassium carbonate), ICC (iodoethane). Run in CN(C=O)C (N,N-dimethylformamide). Reaction conditions: temperature 65 celsius, time 14 hour. The product is COC(C1=CC(=CC(=C1)C(F)(F)F)NCC)=O (3-Ethylamino-5-(trifluoromethyl)-benzoic acid methyl ester). As a reaction SMILES: [CH3:1][O:2][C:3](=[O:15])[C:4]1[CH:9]=[C:8]([C:10]([F:13])([F:12])[F:11])[CH:7]=[C:6]([NH2:14])[CH:5]=1.C(=O)([O-])[O-].[K+].[K+].I[CH2:23][CH3:24]>CN(C)C=O>[CH3:1][O:2][C:3](=[O:15])[C:4]1[CH:9]=[C:8]([C:10]([F:13])([F:12])[F:11])[CH:7]=[C:6]([NH:14][CH2:23][CH3:24])[CH:5]=1 |f:1.2.3|. Reported procedure: A mixture of 3-amino-5-(trifluoromethyl)-benzoic acid methyl ester (J. Med. Chem. (1969) 12, 299-303; 4.23 g, 19.3 mmol), potassium carbonate (8.0 g, 57.9 mmol) and iodoethane (3.12 mL, 38.6 mmol) in 20 mL N,N-dimethylformamide is stirred at 65° C. for 14 hours in a tightly closed vessel. After cooling, the reaction mixture is filtered and the filtrate evaporated to dryness under reduced pressure. The residue is treated with water and extracted three times with ethyl acetate. The combined extrac... The reactants are BrC1=C(C=C(C(=O)O)C=C1)S(=O)(=O)Cl (4-Bromo-3-chlorosulfonyl-benzoic acid), stannous chloride dihydrate, ice water. Solvent: C(C)(=O)O (acetic acid), Cl (hydrochloric acid), O (water). Reaction conditions: temperature 80 celsius. Yields the product BrC1=C(C=C(C(=O)O)C=C1)S (4-Bromo-3-mercapto-benzoic acid). Reaction SMILES: [Br:1][C:2]1[CH:10]=[CH:9][C:5]([C:6]([OH:8])=[O:7])=[CH:4][C:3]=1[S:11](Cl)(=O)=O>Cl.O.C(O)(=O)C>[Br:1][C:2]1[CH:10]=[CH:9][C:5]([C:6]([OH:8])=[O:7])=[CH:4][C:3]=1[SH:11]. Procedure details: A suspension of stannous chloride dihydrate (21 g, 93.1 mmol) in hydrochloric acid and water (25 mL, 4:1, v/v) was added dropwise with stirring to a solution of Example 1a (5.0 g, 16.7 mmol) in glacial acetic acid (57 mL) at 80° C. The reaction mixture was heated for 1 h at 80° C. and treated with ice-water to obtain a mixture of the title compound and its dimer as a white solid, which was washed with water and dried. Yield: 3.2 g, (82%); mp: 315-317° C.; MS: m/e (EI+) 233 (M+).